This data is from the Open Reaction Database (ORD), a public repository of structured organic reaction records. The task is: describe an organic reaction: reactants, conditions, products, and yield Starting materials: N(=NC(=O)OCC)C(=O)OCC (diethyl azodicarboxylate), OCC1=CC(=C(C(=C1)OCCCCC)O)OCCCCC (4-hydroxymethyl-2,6-bis-pentyloxyphenol), FC1=CC=C(C=C1)C(CN1CCNCC1)=O (1-(4-fluorophenyl)-2-piperazine-1-yl-ethanone), C1=CC=C(C=C1)P(C2=CC=CC=C2)C3=CC=CC=C3 (PPh3). Solvent: C1CCOC1 (THF), O (H2O). Run at time 15 minute. Yields the product FC1=CC=C(C=C1)C(CN1CCN(CC1)CC1=CC(=C(C(=C1)OCCCCC)O)OCCCCC)=O (1-(4-fluorophenyl)-2-[4-(4-hydroxy -3,5-bis-pentyloxybenzyl)piperizine-1-yl]ethanone). Isolated yield 15.9%. RXN SMILES: O[CH2:2][C:3]1[CH:8]=[C:7]([O:9][CH2:10][CH2:11][CH2:12][CH2:13][CH3:14])[C:6]([OH:15])=[C:5]([O:16][CH2:17][CH2:18][CH2:19][CH2:20][CH3:21])[CH:4]=1.[F:22][C:23]1[CH:28]=[CH:27][C:26]([C:29](=[O:37])[CH2:30][N:31]2[CH2:36][CH2:35][NH:34][CH2:33][CH2:32]2)=[CH:25][CH:24]=1.C1C=CC(P(C2C=CC=CC=2)C2C=CC=CC=2)=CC=1.N(C(OCC)=O)=NC(OCC)=O>O.C1COCC1>[F:22][C:23]1[CH:28]=[CH:27][C:26]([C:29](=[O:37])[CH2:30][N:31]2[CH2:32][CH2:33][N:34]([CH2:2][C:3]3[CH:8]=[C:7]([O:9][CH2:10][CH2:11][CH2:12][CH2:13][CH3:14])[C:6]([OH:15])=[C:5]([O:16][CH2:17][CH2:18][CH2:19][CH2:20][CH3:21])[CH:4]=3)[CH2:35][CH2:36]2)=[CH:25][CH:24]=1. Procedure: To the solution of 4-hydroxymethyl-2,6-bis-pentyloxyphenol (525 mg, 1.62 mmol), 1-(4-fluorophenyl)-2-piperazine-1-yl-ethanone (432 mg, 1.94 mmol) and PPh3 (509 mg, 1.94 mmol) in drying THF (10 ml) was dropped diethyl azodicarboxylate (0.38 ml, 2.43 mmol) at 0° C. and then was stirred 15 minutes at room temperature. The solution was added with H2O, then CH2Cl2 was evaporated in vacuo and was washed with brine. The obtained organic solution was dried over anhydrous magnesium sulfate and filtered. ... Starting materials: C[C@H](C1=CC=CC=C1)N ((R)-(−)-α-methylbenzylamine), BrC=1C=C2[C@H]3[C@@H](N4C2=C(C1)CSCC4)CCN(C3)C(=O)OC(C)(C)C (tert-butyl (7bR,11aS)-6-bromo-1,2,7b,10,11,11a-hexahydro-4H-pyrido[4,3-b][1,4]thiazepino[6,5,4-hi]indole-9(8H)-carboxylate). The product is C1(=CC=CC=C1)[C@@H](C)NC=1C=C2[C@H]3[C@@H](N4C2=C(C1)CSCC4)CCNC3 ((7bR,11aS)-N-[(1R)-1-phenylethyl]-1,2,7b,8,9,10,11,11a-octahydro-4H-pyrido[4,3-b][1,4]thiazepino[6,5,4-hi]indol-6-amine). Reaction SMILES: [CH3:1][C@@H:2]([NH2:9])[C:3]1[CH:8]=[CH:7][CH:6]=[CH:5][CH:4]=1.Br[C:11]1[CH:12]=[C:13]2[C:17]3=[C:18]([CH2:20][S:21][CH2:22][CH2:23][N:16]3[C@H:15]3[CH2:24][CH2:25][N:26](C(OC(C)(C)C)=O)[CH2:27][C@@H:14]23)[CH:19]=1>>[C:3]1([C@H:2]([NH:9][C:11]2[CH:12]=[C:13]3[C:17]4=[C:18]([CH2:20][S:21][CH2:22][CH2:23][N:16]4[C@H:15]4[CH2:24][CH2:25][NH:26][CH2:27][C@@H:14]34)[CH:19]=2)[CH3:1])[CH:8]=[CH:7][CH:6]=[CH:5][CH:4]=1. Procedure details: Using (R)-(−)-α-methylbenzylamine and following the procedures described in EXAMPLE 168, tert-butyl (7bR,11aS)-6-bromo-1,2,7b,10,11,11a-hexahydro-4H-pyrido[4,3-b][1,4]thiazepino[6,5,4-hi]indole-9(8H)-carboxylate from EXAMPLE 7, Part A was converted into the title compound of EXAMPLE 170. 1H NMR(CDCl3) δ: 7.40-7.20 (m, 5H), 6.17 (d, 1H, J=2.2 Hz), 6.10 (d, 1H, J=2.2 Hz), 4.35 (q, 1H, J=6.6 Hz), 3.56 (ABq, 2H, JAB=15.7 Hz), 3.50-3.42 (m, 1H), 3.29-3.21 (m, 2H), 3.15-2.80 (m, 5H), 2.58-2.48 (m, 1H)... Reactants: ClC1=CC(=C(CN2N=CC3=CC(=CC=C23)C=C2C(N(C(S2)=O)C[C@H](CN2CCCC2)O)=O)C=C1)C(F)(F)F (5-[1-(4-Chloro-2-trifluoromethylbenzyl)-1H-indazol-5-ylmethylene]-3-[(2S)-2-hydroxy-3-pyrrolidin-1-ylpropyl]thiazolidine-2,4-dione), CNC (dimethylamine). The product is ClC1=CC(=C(CN2N=CC3=CC(=CC=C23)C=C2C(N(C(S2)=O)C[C@H](CN(C)C)O)=O)C=C1)C(F)(F)F (5-[1-(4-Chloro-2-trifluoromethylbenzyl)-1H-indazol-5-ylmethylene]-3-[(2S)-3-dimethylamino-2-hydroxypropyl]thiazolidine-2,4-dione). As a reaction SMILES: [Cl:1][C:2]1[CH:34]=[CH:33][C:5]([CH2:6][N:7]2[C:15]3[C:10](=[CH:11][C:12]([CH:16]=[C:17]4[S:21][C:20](=[O:22])[N:19]([CH2:23][C@@H:24]([OH:31])[CH2:25][N:26]5[CH2:30]CC[CH2:27]5)[C:18]4=[O:32])=[CH:13][CH:14]=3)[CH:9]=[N:8]2)=[C:4]([C:35]([F:38])([F:37])[F:36])[CH:3]=1.CNC>>[Cl:1][C:2]1[CH:34]=[CH:33][C:5]([CH2:6][N:7]2[C:15]3[C:10](=[CH:11][C:12]([CH:16]=[C:17]4[S:21][C:20](=[O:22])[N:19]([CH2:23][C@@H:24]([OH:31])[CH2:25][N:26]([CH3:30])[CH3:27])[C:18]4=[O:32])=[CH:13][CH:14]=3)[CH:9]=[N:8]2)=[C:4]([C:35]([F:37])([F:36])[F:38])[CH:3]=1. Procedure details: 5-[1-(4-Chloro-2-trifluoromethylbenzyl)-1H-indazol-5-ylmethylene]-3-[(2S)-3-dimethylamino-2-hydroxypropyl]thiazolidine-2,4-dione was prepared from 5-[1-(4-chloro-2-trifluoromethyl benzyl)-1H-indazol-5-ylmethylene]-3-(R)-oxiranylmethylthiazolidine-2,4-dione (from Example 292) and dimethylamine following General Procedure X. The reactants are C(C)(=O)C1C(OC(C1)CCCC)=O (3-acetyl-5-butyl-dihydro-2 (3H)-furanone), S(=O)(=O)(O)[O-].[Na+] (sodium hydrogen sulfate), C(CO)O (ethylene glycol), glycol, mixture, C(C)O (ethanol), ketal, C(CO)O (ethylene glycol), O1C(CC=C1)=O (furanone). The reagents and catalysts are C1(=CC=C(C=C1)S(=O)(=O)O)C (p-toluene sulfonic acid), [O-]CC.[Na+] (sodium ethoxide). Run in C1CCCCC1 (cyclohexane), O (water), C1CCCCC1 (cyclohexane), O (water). Reaction conditions: temperature 71 celsius, time 36 hour. Yields the product C(CCC)C1OC(=C(C1)C(=O)OCC)C (2-butyl-4-carbethoxy-5-methyl-2,3-dihydrofuran). Yield: 63.5%. RXN SMILES: C([CH:4]1[CH2:8][CH:7]([CH2:9][CH2:10][CH2:11][CH3:12])[O:6][C:5]1=[O:13])(=O)C.S([O-])(O)(=O)=O.[Na+].[CH2:20]([OH:23])[CH2:21]O.O1C=C[CH2:26][C:25]1=O.C(O)C>C1(C)C=CC(S(O)(=O)=O)=CC=1.[O-]CC.[Na+].O.C1CCCCC1>[CH2:9]([CH:7]1[CH2:8][C:4]([C:5]([O:6][CH2:25][CH3:26])=[O:13])=[C:20]([CH3:21])[O:23]1)[CH2:10][CH2:11][CH3:12] |f:1.2,7.8|. Procedure details: A mixture containing 750 grams of 3-acetyl-5-butyl-dihydro-2 (3H)-furanone (4.0 mols), 750 grams of cyclohexane and 8.6 grams of sodium hydrogen sulfate were heated to reflux. To the refluxing mixture were added 250 grams of ethylene glycol (4.0 mols) over a period of 6 hours while the water formed by the reaction was collected in a Dean Stark Trap. An additional 110 grams of ethylene glycol (1.8 mols) was added over 22 hours to replace glycol carried over with the refluxing cyclohexane (azeotro... Starting materials: FC1=CC=C(C=C1)CC1=CN=C2C(=C(C(NC2=C1)=O)C(=O)OCC)O (ethyl 7-[(4-fluorophenyl)methyl]-4-hydroxy-2-oxo-1,2-dihydro-1,5-naphthyridine-3-carboxylate), C1COCCN1CCN (2-(4-morpholino)ethylamine). Yields the product FC1=CC=C(C=C1)CC1=CN=C2C(=C(C(NC2=C1)=O)C(=O)NCCN1CCOCC1)O (7-[(4-Fluorophenyl)methyl]-4-hydroxy-N-[2-(4-morpholinyl)ethyl]-2-oxo-1,2-dihydro-1,5-naphthyridine-3-carboxamide). As a reaction SMILES: [F:1][C:2]1[CH:7]=[CH:6][C:5]([CH2:8][C:9]2[CH:18]=[C:17]3[C:12]([C:13]([OH:25])=[C:14]([C:20](OCC)=[O:21])[C:15](=[O:19])[NH:16]3)=[N:11][CH:10]=2)=[CH:4][CH:3]=1.[CH2:26]1[N:31]([CH2:32][CH2:33][NH2:34])[CH2:30][CH2:29][O:28][CH2:27]1>>[F:1][C:2]1[CH:7]=[CH:6][C:5]([CH2:8][C:9]2[CH:18]=[C:17]3[C:12]([C:13]([OH:25])=[C:14]([C:20]([NH:34][CH2:33][CH2:32][N:31]4[CH2:26][CH2:27][O:28][CH2:29][CH2:30]4)=[O:21])[C:15](=[O:19])[NH:16]3)=[N:11][CH:10]=2)=[CH:4][CH:3]=1. Reported procedure: This compound was prepared from ethyl 7-[(4-fluorophenyl)methyl]-4-hydroxy-2-oxo-1,2-dihydro-1,5-naphthyridine-3-carboxylate and 2-(4-morpholino)ethylamine employing methods similar to those described in Example 2 and was obtained as a white solid: 1H NMR (d6-DMSO) δ 11.79 (1H, s), 10.76 (1H, br s), 10.12 (1H, br), 8.18 (1H, m), 7.35-7.24 (3H, m), 7.12 (2H, br m), 3.98 (2H, br s), 3.56 (4H, m), 3.40 (2H, m), 2.39 (6H, m); ES+ MS: 427 (M+H+, 100). Starting materials: CN=C=O (methyl isocyanate), C(=C)OCC (ethyl vinyl ether). Run in C1(=CC=CC=C1)C (toluene). Reaction conditions: temperature 130 celsius. The product is CN1C(CC1OCC)=O (1-methyl-4-ethoxy-2-azetidinone). Yield: 16.0%. RXN SMILES: [CH3:1][N:2]=[C:3]=[O:4].[CH:5]([O:7][CH2:8][CH3:9])=[CH2:6]>C1(C)C=CC=CC=1>[CH3:1][N:2]1[CH:5]([O:7][CH2:8][CH3:9])[CH2:6][C:3]1=[O:4]. Procedure: A Teflon tube containing a mixture of 0.16 g (2.8 mmoles) of methyl isocyanate, 0.27 g (3.8 mmoles) of ethyl vinyl ether and 2 ml of toluene was sealed and introduced into a high-pressure reactor and the mixture was heated at 130° C. under a pressure of 8000 atmospheres for 20 hours. The reaction mixture taken out was evaporated and then purified by distillation under reduced pressure to obtain 1-methyl-4-ethoxy-2-azetidinone in a yield of 16% of the theoretical value. The product is NS(=O)(=O)c1ccccc1-c1ccc(C(=O)O)cc1. Reactants: NS(=O)(=O)c1ccccc1Br, O=C(O)c1ccc(B(O)O)cc1, CCOCC, Cc1ccccc1, [Na+], [Na+], O=C([O-])[O-], O, c1ccc(P(c2ccccc2)(c2ccccc2)[Pd](P(c2ccccc2)(c2ccccc2)c2ccccc2)(P(c2ccccc2)(c2ccccc2)c2ccccc2)P(c2ccccc2)(c2ccccc2)c2ccccc2)cc1. RXN SMILES: [Br:1][c:2]1[c:3]([S:8](=[O:9])(=[O:10])[NH2:11])[cH:4][cH:5][cH:6][cH:7]1.[C:12](=[O:13])([OH:14])[c:15]1[cH:16][cH:17][c:18]([B:21]([OH:22])[OH:23])[cH:19][cH:20]1.[CH3:115][CH2:116][O:117][CH2:118][CH3:119].[CH3:24][c:25]1[cH:26][cH:27][cH:28][cH:29][cH:30]1.[Na+:31].[Na+:32].[O-:33][C:34](=[O:35])[O-:36].[OH2:114].[cH:37]1[cH:38][cH:39][c:40]([P:41]([Pd:42]([P:43]([c:44]2[cH:45][cH:46][cH:47][cH:48][cH:49]2)([c:50]2[cH:51][cH:52][cH:53][cH:54][cH:55]2)[c:56]2[cH:57][cH:58][cH:59][cH:60][cH:61]2)([P:62]([c:63]2[cH:64][cH:65][cH:66][cH:67][cH:68]2)([c:69]2[cH:70][cH:71][cH:72][cH:73][cH:74]2)[c:75]2[cH:76][cH:77][cH:78][cH:79][cH:80]2)[P:81]([c:82]2[cH:83][cH:84][cH:85][cH:86][cH:87]2)([c:88]2[cH:89][cH:90][cH:91][cH:92][cH:93]2)[c:94]2[cH:95][cH:96][cH:97][cH:98][cH:99]2)([c:100]2[cH:101][cH:102][cH:103][cH:104][cH:105]2)[c:106]2[cH:107][cH:108][cH:109][cH:110][cH:111]2)[cH:112][cH:113]1>>[c:2]1(-[c:18]2[cH:17][cH:16][c:15]([C:12](=[O:13])[OH:14])[cH:20][cH:19]2)[c:3]([S:8](=[O:9])(=[O:10])[NH2:11])[cH:4][cH:5][cH:6][cH:7]1.